Dataset: the Open Reaction Database (ORD), a public repository of structured organic reaction records. Task: describe an organic reaction: reactants, conditions, products, and yield Reactants: CS(=O)(=O)N[C@@H](C(=O)O)CC1=CC=CC=C1 (2-(R)-methanesulfonylamino-3-phenyl-propionic acid), Cl.C(C1=CC=CC=C1)OC([C@H]1NCCC1)=O ((L)-proline benzyl ester hydrochloride). Yields the product C(C1=CC=CC=C1)OC(=O)[C@H]1N(CCC1)C([C@@H](CC1=CC=CC=C1)NS(=O)(=O)C)=O (1-(2-(R)-Methanesulfonylamino-3-phenyl-propionyl)-pyrrolidin-2-(S)-carboxylic acid benzyl ester). The yield is 76.5%. Reaction SMILES: [CH3:1][S:2]([NH:5][C@H:6]([CH2:10][C:11]1[CH:16]=[CH:15][CH:14]=[CH:13][CH:12]=1)[C:7]([OH:9])=O)(=[O:4])=[O:3].Cl.[CH2:18]([O:25][C:26](=[O:32])[C@@H:27]1[CH2:31][CH2:30][CH2:29][NH:28]1)[C:19]1[CH:24]=[CH:23][CH:22]=[CH:21][CH:20]=1>>[CH2:18]([O:25][C:26]([C@@H:27]1[CH2:31][CH2:30][CH2:29][N:28]1[C:7](=[O:9])[C@H:6]([NH:5][S:2]([CH3:1])(=[O:3])=[O:4])[CH2:10][C:11]1[CH:16]=[CH:15][CH:14]=[CH:13][CH:12]=1)=[O:32])[C:19]1[CH:20]=[CH:21][CH:22]=[CH:23][CH:24]=1 |f:1.2|. Reported procedure: reaction of 0.65 g of 2-(R)-methanesulfonylamino-3-phenyl-propionic acid and 0.66 g of (L)-proline benzyl ester hydrochloride using the procedure described for example xib yielded 0.88 g (75%) of the title compound as a yellow oil. (+)-APCI-MS: 431 (MH+). The reactants are O=C([O-])[O-], Cc1cn(-c2ccc(C=Cc3nc4n(n3)CCCC4c3ccccc3C(F)(F)F)nc2O)cn1, CCOC(C)=O, [Cs+], [Cs+], O=S(=O)(OCC(F)(F)F)C(F)(F)F, CN(C)C=O, O. Yields the product Cc1cn(-c2ccc(C=Cc3nc4n(n3)CCCC4c3ccccc3C(F)(F)F)nc2OCC(F)(F)F)cn1. Reaction SMILES: [C:1](=[O:2])([O-:3])[O-:4].[CH3:20][c:21]1[n:22][cH:23][n:24](-[c:26]2[c:27]([OH:53])[n:28][c:29]([CH:32]=[CH:33][c:34]3[n:35][n:36]4[c:37]([n:52]3)[CH:38]([c:42]3[c:43]([C:48]([F:49])([F:50])[F:51])[cH:44][cH:45][cH:46][cH:47]3)[CH2:39][CH2:40][CH2:41]4)[cH:30][cH:31]2)[cH:25]1.[CH3:59][CH2:60][O:61][C:62](=[O:63])[CH3:64].[Cs+:5].[Cs+:6].[F:7][C:8]([F:9])([F:10])[S:11]([O:12][CH2:13][C:14]([F:15])([F:16])[F:17])(=[O:18])=[O:19].[O:54]=[CH:55][N:56]([CH3:57])[CH3:58].[OH2:65]>>[O:12]([CH2:13][C:14]([F:15])([F:16])[F:17])[c:27]1[c:26](-[n:24]2[cH:23][n:22][c:21]([CH3:20])[cH:25]2)[cH:31][cH:30][c:29]([CH:32]=[CH:33][c:34]2[n:35][n:36]3[c:37]([n:52]2)[CH:38]([c:42]2[c:43]([C:48]([F:49])([F:50])[F:51])[cH:44][cH:45][cH:46][cH:47]2)[CH2:39][CH2:40][CH2:41]3)[n:28]1.